describe an organic reaction: reactants, conditions, products, and yield From a dataset of the Open Reaction Database (ORD), a public repository of structured organic reaction records. The reactants are Brc1cnc2ncccc2c1, CC12CC1(C)OC(c1cnc(Cl)c(NS(=O)(=O)c3ccc(F)cc3)c1)O2, [Na+], [Na+], O=C([O-])[O-], C1COCCO1, O, c1ccc(P(c2ccccc2)(c2ccccc2)[Pd](P(c2ccccc2)(c2ccccc2)c2ccccc2)(P(c2ccccc2)(c2ccccc2)c2ccccc2)P(c2ccccc2)(c2ccccc2)c2ccccc2)cc1. The product is O=S(=O)(Nc1cc(-c2cnc3ncccc3c2)cnc1Cl)c1ccc(F)cc1. As a reaction SMILES: [Br:1][c:2]1[cH:3][n:4][c:5]2[n:6][cH:7][cH:8][cH:9][c:10]2[cH:11]1.[Cl:12][c:13]1[n:14][cH:15][c:16]([CH:30]2[O:31][C:32]3([CH3:33])[C:34]([CH3:35])([CH2:36]3)[O:37]2)[cH:17][c:18]1[NH:19][S:20](=[O:21])(=[O:22])[c:23]1[cH:24][cH:25][c:26]([F:29])[cH:27][cH:28]1.[Na+:38].[Na+:39].[O-:40][C:41](=[O:42])[O-:43].[O:44]1[CH2:45][CH2:46][O:47][CH2:48][CH2:49]1.[OH2:50].[cH:51]1[cH:52][cH:53][c:54]([P:55]([Pd:56]([P:57]([c:58]2[cH:59][cH:60][cH:61][cH:62][cH:63]2)([c:64]2[cH:65][cH:66][cH:67][cH:68][cH:69]2)[c:70]2[cH:71][cH:72][cH:73][cH:74][cH:75]2)([P:76]([c:77]2[cH:78][cH:79][cH:80][cH:81][cH:82]2)([c:83]2[cH:84][cH:85][cH:86][cH:87][cH:88]2)[c:89]2[cH:90][cH:91][cH:92][cH:93][cH:94]2)[P:95]([c:96]2[cH:97][cH:98][cH:99][cH:100][cH:101]2)([c:102]2[cH:103][cH:104][cH:105][cH:106][cH:107]2)[c:108]2[cH:109][cH:110][cH:111][cH:112][cH:113]2)([c:114]2[cH:115][cH:116][cH:117][cH:118][cH:119]2)[c:120]2[cH:121][cH:122][cH:123][cH:124][cH:125]2)[cH:126][cH:127]1>>[c:2]1(-[c:16]2[cH:15][n:14][c:13]([Cl:12])[c:18]([NH:19][S:20](=[O:21])(=[O:22])[c:23]3[cH:24][cH:25][c:26]([F:29])[cH:27][cH:28]3)[cH:17]2)[cH:3][n:4][c:5]2[n:6][cH:7][cH:8][cH:9][c:10]2[cH:11]1.